Dataset: the Open Reaction Database (ORD), a public repository of structured organic reaction records. Task: describe an organic reaction: reactants, conditions, products, and yield The reactants are CC1C(=O)N(CCCC(=O)N2CCC3(CC3)C(O)C2)C(C(N)=O)CN1C(=O)OCc1ccccc1, [H][H]. Yields the product CC1NCC(C(N)=O)N(CCCC(=O)N2CCC3(CC3)C(O)C2)C1=O. RXN SMILES: [CH2:1]([O:2][C:3](=[O:4])[N:11]1[CH:12]([CH3:35])[C:13](=[O:34])[N:14]([CH2:20][CH2:21][CH2:22][C:23](=[O:24])[N:25]2[CH2:26][CH:27]([OH:33])[C:28]3([CH2:29][CH2:30]3)[CH2:31][CH2:32]2)[CH:15]([C:17]([NH2:18])=[O:19])[CH2:16]1)[c:5]1[cH:6][cH:7][cH:8][cH:9][cH:10]1.[H:36][H:37]>>[NH:11]1[CH:12]([CH3:35])[C:13](=[O:34])[N:14]([CH2:20][CH2:21][CH2:22][C:23](=[O:24])[N:25]2[CH2:26][CH:27]([OH:33])[C:28]3([CH2:29][CH2:30]3)[CH2:31][CH2:32]2)[CH:15]([C:17]([NH2:18])=[O:19])[CH2:16]1. Reactants: [Na].O=C(C(=O)OCC)CC(=O)OCC (diethyl oxosuccinate sodium salt), BrC1=CC2=C(C(OC(N2)=O)=O)C=C1 (7-bromo-2H-3,1-benzoxazine-2,4(1H)-dione). Solvent: CN(C=O)C (dimethylformamide), CN(C=O)C (DMF). Run at temperature 130 celsius. Yields the product BrC1=CC=C2C(=C(C(=NC2=C1)C(=O)OCC)C(=O)OCC)O (Diethyl 7-bromo-4-hydroxyquinoline-2,3-dicarboxylate). The yield is 23.7%. As a reaction SMILES: [Na].O=[C:3]([CH2:9][C:10]([O:12][CH2:13][CH3:14])=[O:11])[C:4]([O:6][CH2:7][CH3:8])=[O:5].[Br:15][C:16]1[CH:27]=[CH:26][C:19]2[C:20](=O)[O:21]C(=O)[NH:23][C:18]=2[CH:17]=1>CN(C)C=O>[Br:15][C:16]1[CH:17]=[C:18]2[C:19]([C:20]([OH:21])=[C:9]([C:10]([O:12][CH2:13][CH3:14])=[O:11])[C:3]([C:4]([O:6][CH2:7][CH3:8])=[O:5])=[N:23]2)=[CH:26][CH:27]=1 |f:0.1,^1:0|. Procedure details: To a stirred mixture of diethyl oxosuccinate sodium salt (1.31 g, 6.23 mM) in dimethylformamide (DMF, 15 mL) under a nitrogen atmosphere was added a solution of 7-bromo-2H-3,1-benzoxazine-2,4(1H)-dione (1.50 g, 6.20 mM) in DMF (15 mL). The resulting reaction mixture was heated to 130° C. over 2.5 hr and then refluxed for 5 hr. After cooling to room temperature, the reaction mixture was concentrated and the residue was chromatographed over silica gel (eluant: ethyl acetate/methylene chloride; 5/9... Reactants: NC12CCC(CC1)(C2)C(=O)OCC (ethyl 4-aminobicyclo[2.2.1]heptane-1-carboxylate), BrCC(=O)N1[C@@H](CCC1)C#N ((2S)-1-(2-bromoacetyl)pyrrolidine-2-carbonitrile). Product: C(C)OC(=O)C12CCC(CC1)(C2)NCC(=O)N2[C@@H](CCC2)C#N ((2S)-1-[[N-(4-ethoxycarbonylbicyclo[2.2.1]hept-1-yl)amino]acetyl]pyrrolidine-2-carbonitrile). Yield: 91.1%. RXN SMILES: [NH2:1][C:2]12[CH2:8][C:5]([C:9]([O:11][CH2:12][CH3:13])=[O:10])([CH2:6][CH2:7]1)[CH2:4][CH2:3]2.Br[CH2:15][C:16]([N:18]1[CH2:22][CH2:21][CH2:20][C@H:19]1[C:23]#[N:24])=[O:17]>>[CH2:12]([O:11][C:9]([C:5]12[CH2:8][C:2]([NH:1][CH2:15][C:16]([N:18]3[CH2:22][CH2:21][CH2:20][C@H:19]3[C:23]#[N:24])=[O:17])([CH2:3][CH2:4]1)[CH2:7][CH2:6]2)=[O:10])[CH3:13]. Procedure: In a similar manner to Example 6, ethyl 4-aminobicyclo[2.2.1]heptane-1-carboxylate (50.0 mg) and (2S)-1-(2-bromoacetyl)pyrrolidine-2-carbonitrile (59.3 mg) were used to obtain (2S)-1-[[N-(4-ethoxycarbonylbicyclo[2.2.1]hept-1-yl)amino]acetyl]pyrrolidine-2-carbonitrile (79.4 mg). Procedure: 4-Chloro-6,7-dimethoxyquinoline (0.40 g, 1.79 mmol, p-nitroaniline (0.414 g, 2.68 mmol) and p-toluenesulfonic acid (0.154 g, 0.894 mmol) in 1-methoxy-2-propanol (5 mL) were heated to 120° C. for 8 h. The mixture was cooled to rt, triturated with ether and filtered to yield (6,7-dimethoxyquinolin-4-yl)-(4-nitrophenyl)amine (0.43 g, 73%). LCMS m/z=326 (M+1); 1H NMR (DMSO) δ: 14.37 (s, 1H), 10.72 (s, 1H), 8.54 (d, 1H, J=6.80 Hz), 8.39 (d, 2H, J=9.08 Hz), 8.05 (s, 1H), 7.74 (d, 2H, J=9.09 Hz), 7.47 ... Yield: 73.0%. RXN SMILES: Cl[C:2]1[C:11]2[C:6](=[CH:7][C:8]([O:14][CH3:15])=[C:9]([O:12][CH3:13])[CH:10]=2)[N:5]=[CH:4][CH:3]=1.[N+:16]([C:19]1[CH:25]=[CH:24][C:22]([NH2:23])=[CH:21][CH:20]=1)([O-:18])=[O:17].C1(C)C=CC(S(O)(=O)=O)=CC=1>COCC(O)C>[CH3:13][O:12][C:9]1[CH:10]=[C:11]2[C:6](=[CH:7][C:8]=1[O:14][CH3:15])[N:5]=[CH:4][CH:3]=[C:2]2[NH:23][C:22]1[CH:24]=[CH:25][C:19]([N+:16]([O-:18])=[O:17])=[CH:20][CH:21]=1. The solvent is COCC(C)O (1-methoxy-2-propanol). The reactants are ClC1=CC=NC2=CC(=C(C=C12)OC)OC (4-Chloro-6,7-dimethoxyquinoline), [N+](=O)([O-])C1=CC=C(N)C=C1 (p-nitroaniline), C1(=CC=C(C=C1)S(=O)(=O)O)C (p-toluenesulfonic acid). Yields the product COC=1C=C2C(=CC=NC2=CC1OC)NC1=CC=C(C=C1)[N+](=O)[O-] ((6,7-dimethoxyquinolin-4-yl)-(4-nitrophenyl)amine). Starting materials: CO, Cc1cc2c([N+](=O)[O-])c(Cl)ccc2cn1, Cl, [Fe]. The product is Cc1cc2c(N)c(Cl)ccc2cn1. As a reaction SMILES: [CH3:17][OH:18].[Cl:1][c:2]1[c:3]([N+:13]([O-:14])=[O:15])[c:4]2[cH:5][c:6]([CH3:12])[n:7][cH:8][c:9]2[cH:10][cH:11]1.[ClH:16].[Fe:19]>>[Cl:1][c:2]1[c:3]([NH2:13])[c:4]2[cH:5][c:6]([CH3:12])[n:7][cH:8][c:9]2[cH:10][cH:11]1. Reactants: ClC=1C=C(C=C(C1C[C@H]1C(N(CC1)N1CCC(CC1)O[Si](C(C)C)(C(C)C)C(C)C)=O)Cl)C1=CC=C(C=C1)C(=O)N1CCC(CC1)C(F)(F)F ((R)-3-[3,5-dichloro-4′-(4-trifluoromethyl-piperidine-1-carbonyl)-biphenyl-4-ylmethyl]-1-(4-triisopropylsilanyloxy-piperidin-1-yl)-pyrrolidin-2-one), C1CCOC1 (THF), O (water), C(=O)(C(F)(F)F)O (TFA). Run in C(C)(=O)OCC (ethyl acetate). Reaction conditions: time 2 hour. The product is ClC=1C=C(C=C(C1C[C@H]1C(N(CC1)N1CCC(CC1)O)=O)Cl)C1=CC=C(C=C1)C(=O)N1CCC(CC1)C(F)(F)F ((R)-3-[3,5-Dichloro-4′-(4-trifluoromethyl-piperidine-1-carbonyl)-biphenyl-4-ylmethyl]-1-(4-hydroxy-piperidin-1-yl)-pyrrolidin-2-one). Isolated yield 76.0%. RXN SMILES: [Cl:1][C:2]1[CH:3]=[C:4]([C:33]2[CH:38]=[CH:37][C:36]([C:39]([N:41]3[CH2:46][CH2:45][CH:44]([C:47]([F:50])([F:49])[F:48])[CH2:43][CH2:42]3)=[O:40])=[CH:35][CH:34]=2)[CH:5]=[C:6]([Cl:32])[C:7]=1[CH2:8][C@@H:9]1[CH2:13][CH2:12][N:11]([N:14]2[CH2:19][CH2:18][CH:17]([O:20][Si](C(C)C)(C(C)C)C(C)C)[CH2:16][CH2:15]2)[C:10]1=[O:31].C1COCC1.O.C(O)(C(F)(F)F)=O>C(OCC)(=O)C>[Cl:32][C:6]1[CH:5]=[C:4]([C:33]2[CH:34]=[CH:35][C:36]([C:39]([N:41]3[CH2:46][CH2:45][CH:44]([C:47]([F:50])([F:48])[F:49])[CH2:43][CH2:42]3)=[O:40])=[CH:37][CH:38]=2)[CH:3]=[C:2]([Cl:1])[C:7]=1[CH2:8][C@@H:9]1[CH2:13][CH2:12][N:11]([N:14]2[CH2:19][CH2:18][CH:17]([OH:20])[CH2:16][CH2:15]2)[C:10]1=[O:31]. Procedure: Treat a mixture of (R)-3-[3,5-dichloro-4′-(4-trifluoromethyl-piperidine-1-carbonyl)-biphenyl-4-ylmethyl]-1-(4-triisopropylsilanyloxy-piperidin-1-yl)-pyrrolidin-2-one (0.34 g), THF (6 mL) and water (6 mL) with TFA (2 mL) at room temperature for 1 hour and at 50° C. for 2 hours. Cool the reaction, dilute with ethyl acetate, and wash with sodium bicarbonate (sat.). Dry the organic layer (Na2SO4), remove the solvent in vacuo to afford crude product, and purify on silica gel column with 100% ethyl ac...